This data is from the Open Reaction Database (ORD), a public repository of structured organic reaction records. The task is: describe an organic reaction: reactants, conditions, products, and yield Reactants: BrC=1C=C2C=CC=NC2=CC1F (6-bromo-7-fluoro-quinoline), C(C)(=O)[O-].[Br-].C(C)(C)(C)[Zn+2] (tert-butylzincbromide acetate). The reagents and catalysts are C=1C=CC(=CC1)[P](C=2C=CC=CC2)(C=3C=CC=CC3)[Pd]([P](C=4C=CC=CC4)(C=5C=CC=CC5)C=6C=CC=CC6)([P](C=7C=CC=CC7)(C=8C=CC=CC8)C=9C=CC=CC9)[P](C=1C=CC=CC1)(C=1C=CC=CC1)C=1C=CC=CC1 (Pd(PPh3)4). The solvent is O1CCCC1 (tetrahydrofuran). Reaction conditions: temperature 120 celsius. The product is C(C)(C)(C)OC(CC=1C=C2C=CC=NC2=CC1F)=O ((7-fluoro-quinolin-6-yl)-acetic acid tert-butyl ester). Isolated yield 63.0%. Reaction SMILES: Br[C:2]1[CH:3]=[C:4]2[C:9](=[CH:10][C:11]=1[F:12])[N:8]=[CH:7][CH:6]=[CH:5]2.[C:13]([O-:16])(=[O:15])[CH3:14].[Br-].[C:18]([Zn+2])([CH3:21])([CH3:20])[CH3:19]>O1CCCC1.C1C=CC([P]([Pd]([P](C2C=CC=CC=2)(C2C=CC=CC=2)C2C=CC=CC=2)([P](C2C=CC=CC=2)(C2C=CC=CC=2)C2C=CC=CC=2)[P](C2C=CC=CC=2)(C2C=CC=CC=2)C2C=CC=CC=2)(C2C=CC=CC=2)C2C=CC=CC=2)=CC=1>[C:18]([O:15][C:13](=[O:16])[CH2:14][C:2]1[CH:3]=[C:4]2[C:9](=[CH:10][C:11]=1[F:12])[N:8]=[CH:7][CH:6]=[CH:5]2)([CH3:21])([CH3:20])[CH3:19] |f:1.2.3,^1:31,33,52,71|. Reported procedure: To a solution of 6-bromo-7-fluoro-quinoline (1.04 g, 4.6 mmole) in tetrahydrofuran (1 mL) was added a solution of tert-butylzincbromide acetate (20 mL, 10.4 M in tetrahydrofuran) followed by Pd(PPh3)4 (0.58 g, 0.5 mmole). The mixture was heated in a microwave reactor for 35 min at 120° C. The reaction mixture was quenched with a saturated ammonium chloride (60 mL), and extracted with ethyl acetate. The organic layer was dried over anhydrous Na2SO4, filtered and concentrated. The residue was puri...